Dataset: the Open Reaction Database (ORD), a public repository of structured organic reaction records. Task: describe an organic reaction: reactants, conditions, products, and yield Starting materials: C=CC(=O)Cl, CN, CNCc1cc2ccccc2n1C, ClCCl. The product is C=CC(=O)N(C)Cc1cc2ccccc2n1C. Reaction SMILES: [C:16]([CH:17]=[CH2:18])(=[O:19])[Cl:20].[CH3:14][NH2:15].[CH3:1][n:2]1[c:3]([CH2:11][NH:12][CH3:13])[cH:4][c:5]2[cH:6][cH:7][cH:8][cH:9][c:10]12.[Cl:21][CH2:22][Cl:23]>>[CH3:1][n:2]1[c:3]([CH2:11][N:12]([CH3:13])[C:16]([CH:17]=[CH2:18])=[O:19])[cH:4][c:5]2[cH:6][cH:7][cH:8][cH:9][c:10]12.